This data is from the Open Reaction Database (ORD), a public repository of structured organic reaction records. The task is: describe an organic reaction: reactants, conditions, products, and yield Starting materials: C([O-])(O)=O.[Na+] (sodium bicarbonate), aqueous solution, Cl(=O)(=O)(=O)O (perchloric acid), C(C)(=O)C(C(CC(=O)OC)C(OC)OC)(CC#CCC)C(=O)OC(C)(C)C (Methyl 4-acetyl-4-tert-butoxycarbonyl-3-dimethoxymethyl-6-nonynoate). The solvent is O1CCCC1 (tetrahydrofuran). Reaction conditions: temperature 28 celsius, time 12 hour. Yields the product C(C)(=O)C(C(CC(=O)OC)C=O)(CC#CCC)C(=O)OC(C)(C)C (methyl 4-acetyl-4-tert-butoxycarbonyl-3-formyl-6-nonynoate). Reaction SMILES: [C:1]([C:4]([C:21]([O:23][C:24]([CH3:27])([CH3:26])[CH3:25])=[O:22])([CH2:16][C:17]#[C:18][CH2:19][CH3:20])[CH:5]([CH:11](OC)[O:12]C)[CH2:6][C:7]([O:9][CH3:10])=[O:8])(=[O:3])[CH3:2].Cl(O)(=O)(=O)=O.C(=O)(O)[O-].[Na+]>O1CCCC1>[C:1]([C:4]([C:21]([O:23][C:24]([CH3:25])([CH3:27])[CH3:26])=[O:22])([CH2:16][C:17]#[C:18][CH2:19][CH3:20])[CH:5]([CH:11]=[O:12])[CH2:6][C:7]([O:9][CH3:10])=[O:8])(=[O:3])[CH3:2] |f:2.3|. Procedure: Methyl 4-acetyl-4-tert-butoxycarbonyl-3-dimethoxymethyl-6-nonynoate (546 mg) is dissolved in 30 ml of tetrahydrofuran, and 25 ml of 1.5% aqueous solution of perchloric acid is added to the solution. The mixture is stirred at 28° C. for 12 hours. Subsequently the reaction mixture is neutralized with sodium bicarbonate and concentrated in a vacuum. The residue is extracted with ethyl acetate. The extract is dried and then concentrated to give methyl 4-acetyl-4-tert-butoxycarbonyl-3-formyl-6-nonyno... Reactants: C(C1=CC=CC=C1)OC=1C=C2CCC(C(C2=CC1)=O)CN1CCC(CC1)(CC1=CC=C(C=C1)C)O ((RS)-6-Benzyloxy-2-[4-hydroxy-4-(4-methyl-benzyl)-piperidin-1-ylmethyl]-3,4-dihydro-2H-naphthalen-1-one), [H-].[H-].[H-].[H-].[Li+].[Al+3] (LiAlH4), [OH-].[Na+] (NaOH), O (H2O), O (H2O). Solvent: C1CCOC1 (THF), C1CCOC1 (THF). Run at time 2.5 hour. Product: C(C1=CC=CC=C1)OC=1C=C2CCC(C(C2=CC1)O)CN1CCC(CC1)(O)CC1=CC=C(C=C1)C ((1RS,2RS)-1-(6-Benzyloxy-1-hydroxy-1,2,3,4-tetrahydro-naphthalen-2-ylmethyl)-4-(4-methyl-benzyl)-piperidin-4-ol). The yield is 57.8%. As a reaction SMILES: [CH2:1]([O:8][C:9]1[CH:10]=[C:11]2[C:16](=[CH:17][CH:18]=1)[C:15](=[O:19])[CH:14]([CH2:20][N:21]1[CH2:26][CH2:25][C:24]([OH:35])([CH2:27][C:28]3[CH:33]=[CH:32][C:31]([CH3:34])=[CH:30][CH:29]=3)[CH2:23][CH2:22]1)[CH2:13][CH2:12]2)[C:2]1[CH:7]=[CH:6][CH:5]=[CH:4][CH:3]=1.[H-].[H-].[H-].[H-].[Li+].[Al+3].O.[OH-].[Na+]>C1COCC1>[CH2:1]([O:8][C:9]1[CH:10]=[C:11]2[C:16](=[CH:17][CH:18]=1)[CH:15]([OH:19])[CH:14]([CH2:20][N:21]1[CH2:22][CH2:23][C:24]([CH2:27][C:28]3[CH:33]=[CH:32][C:31]([CH3:34])=[CH:30][CH:29]=3)([OH:35])[CH2:25][CH2:26]1)[CH2:13][CH2:12]2)[C:2]1[CH:7]=[CH:6][CH:5]=[CH:4][CH:3]=1 |f:1.2.3.4.5.6,8.9|. Reported procedure: (RS)-6-Benzyloxy-2-[4-hydroxy-4-(4-methyl-benzyl)-piperidin-1-ylmethyl]-3,4-dihydro-2H-naphthalen-1-one (1.30 g, 2.77 mmol) in THF (15 ml) was added dropwise to a suspension of LiAlH4 (0.6 g, 15.5 mmol) in THF (20 ml) over 15 min (5-10° C.) and then stirred at RT for 2.5 hr. Distilled H2O (1 ml) and 4N NaOH (2 ml) followed by further H2O (2 ml), was added to quench the reaction and stirred vigorously 15 min., the mixture was then dried with Na2SO4, filtered and evaporated. The resulting crude li... The reactants are ClCl (Cl2), C(=O)([O-])[O-].[K+].[K+] (K2CO3), IC (ICH3), C1=C(C=CC2=CC=CC=C12)NS(=O)(=O)C(C(=O)NC(C(=O)N1CCCC1)CC1=CC=C(C=C1)C#N)CC1=CC=CC=C1 (1-(2-[2-(2-naphthylsulphamoyl)-3-phenylpropionamido]-3-(4-cyanophenyl)propionyl)pyrrolidine). Run in O (H2O), CN(C=O)C (dimethylformamide). Reaction conditions: time 24 hour. Product: CN(S(=O)(=O)C(C(=O)NC(C(=O)N1CCCC1)CC1=CC=C(C=C1)C#N)CC1=CC=CC=C1)C1=CC2=CC=CC=C2C=C1 (1-(2-[2-(N-methyl-2-naphthylsulphamoyl)-3-phenylpropionamido]-3-(4-cyanophenyl)propionyl)pyrrolidine). Isolated yield 86.1%. Reaction SMILES: [CH:1]1[C:10]2[C:5](=[CH:6][CH:7]=[CH:8][CH:9]=2)[CH:4]=[CH:3][C:2]=1[NH:11][S:12]([CH:15]([CH2:36][C:37]1[CH:42]=[CH:41][CH:40]=[CH:39][CH:38]=1)[C:16]([NH:18][CH:19]([CH2:27][C:28]1[CH:33]=[CH:32][C:31]([C:34]#[N:35])=[CH:30][CH:29]=1)[C:20]([N:22]1[CH2:26][CH2:25][CH2:24][CH2:23]1)=[O:21])=[O:17])(=[O:14])=[O:13].[C:43]([O-])([O-])=O.[K+].[K+].IC.ClCl>CN(C)C=O.O>[CH3:43][N:11]([C:2]1[CH:3]=[CH:4][C:5]2[C:10](=[CH:9][CH:8]=[CH:7][CH:6]=2)[CH:1]=1)[S:12]([CH:15]([CH2:36][C:37]1[CH:38]=[CH:39][CH:40]=[CH:41][CH:42]=1)[C:16]([NH:18][CH:19]([CH2:27][C:28]1[CH:29]=[CH:30][C:31]([C:34]#[N:35])=[CH:32][CH:33]=1)[C:20]([N:22]1[CH2:26][CH2:25][CH2:24][CH2:23]1)=[O:21])=[O:17])(=[O:14])=[O:13] |f:1.2.3|. Procedure: 2 g of compound 4 are dissolved in 20 ml of dimethylformamide at 0° C. and 0.475 g of K2CO3 and 0.214 ml of ICH3 are added. After 24 hours at 5° C., 20 ml of H2O and 40 ml of CH2 Cl2 are added. The organic phase decanted is washed, dried and concentrated to dryness. The residue is recrystallized from (CH3)2CHOH to give 1.76 g of final product which melts at 186° C.